This data is from the Open Reaction Database (ORD), a public repository of structured organic reaction records. The task is: describe an organic reaction: reactants, conditions, products, and yield The reactants are ClC=1C=C2CC(NC2=CC1)=O (5-chlorooxindole), CC1=C(NC(=C1)C)C=O (3,5-dimethyl-1H-pyrrole-2-carboxaldehyde), N1CCCCC1 (piperidine). Run in CCO (EtOH). Yields the product ClC=1C=C2C(C(NC2=CC1)=O)=CC=1NC=CC1 (5-chloro-3-(1H-pyrrol-2-yl-methylene)-1,3-dihydro-indol-2-one). Isolated yield 44.2%. RXN SMILES: [Cl:1][C:2]1[CH:3]=[C:4]2[C:8](=[CH:9][CH:10]=1)[NH:7][C:6](=[O:11])[CH2:5]2.C[C:13]1[CH:17]=[C:16](C)[NH:15][C:14]=1[CH:19]=O.N1CCCCC1>CCO>[Cl:1][C:2]1[CH:3]=[C:4]2[C:8](=[CH:9][CH:10]=1)[NH:7][C:6](=[O:11])[C:5]2=[CH:19][C:14]1[NH:15][CH:16]=[CH:17][CH:13]=1. Procedure details: A mixture of 5-chlorooxindole (6.98 g, 41.6 mmol), 3,5-dimethyl-1H-pyrrole-2-carboxaldehyde (5.12 g, 41.6 mmol) and piperidine (410 μL, 4.16 mmol) in 200 mL of EtOH was heated at reflux for 8 h. The reaction mixture was cooled to room temperature and filtered to give the title compound (4.50 g, 40%) as a red/orange solid. As a reaction SMILES: [BrH:31].[C:26](=[O:27])([OH:28])[O-:29].[CH3:1][O:2][c:3]1[cH:4][cH:5][c:6]([CH2:7][CH2:8][N:9]2[CH2:10][CH2:11][CH:12]([N:15]3[CH2:16][CH2:17][c:18]4[cH:19][cH:20][cH:21][cH:22][c:23]43)[CH2:13][CH2:14]2)[cH:24][cH:25]1.[Na+:30]>>[OH:2][c:3]1[cH:4][cH:5][c:6]([CH2:7][CH2:8][N:9]2[CH2:10][CH2:11][CH:12]([N:15]3[CH2:16][CH2:17][c:18]4[cH:19][cH:20][cH:21][cH:22][c:23]43)[CH2:13][CH2:14]2)[cH:24][cH:25]1. Starting materials: Br, O=C([O-])O, COc1ccc(CCN2CCC(N3CCc4ccccc43)CC2)cc1, [Na+]. Yields the product Oc1ccc(CCN2CCC(N3CCc4ccccc43)CC2)cc1. Starting materials: CC=1NC2=CC=C(C=C2C1)N (2-methyl-1H-indol-5-ylamine), N1=C(C=CC=C1)CCNC(=O)C1=CC2=NC=CC(=C2S1)Cl (7-chloro-thieno[3,2-b]pyridine-2-carboxylic acid (2-pyridin-2-yl-ethyl)-amide). Product: N1=C(C=CC=C1)CCNC(=O)C1=CC2=NC=CC(=C2S1)NC=1C=C2C=C(NC2=CC1)C (7-(2-Methyl-1H-indol-5-ylamino)-thieno[3,2-b]pyridine-2-carboxylic acid (2-pyridin-2-yl-ethyl)-amide). As a reaction SMILES: [CH3:1][C:2]1[NH:3][C:4]2[C:9]([CH:10]=1)=[CH:8][C:7]([NH2:11])=[CH:6][CH:5]=2.[N:12]1[CH:17]=[CH:16][CH:15]=[CH:14][C:13]=1[CH2:18][CH2:19][NH:20][C:21]([C:23]1[S:31][C:30]2[C:25](=[N:26][CH:27]=[CH:28][C:29]=2Cl)[CH:24]=1)=[O:22]>>[N:12]1[CH:17]=[CH:16][CH:15]=[CH:14][C:13]=1[CH2:18][CH2:19][NH:20][C:21]([C:23]1[S:31][C:30]2[C:25](=[N:26][CH:27]=[CH:28][C:29]=2[NH:11][C:7]2[CH:8]=[C:9]3[C:4](=[CH:5][CH:6]=2)[NH:3][C:2]([CH3:1])=[CH:10]3)[CH:24]=1)=[O:22]. Procedure: The title compound was prepared from 2-methyl-1H-indol-5-ylamine and 7-chloro-thieno[3,2-b]pyridine-2-carboxylic acid (2-pyridin-2-yl-ethyl)-amide by a procedure analogous to Example 1C. MS: 428 (MH+), HPLC Rf: 4.33 min; HPLC purity 99%. Starting materials: FC=1C=C(C=CC1)S(=O)(=O)N1CCC2=C(C=C(C=C12)C(=O)NC1=CC=C(C(=O)O)C=C1)OC (4-{[1-(3-Fluoro-benzenesulfonyl)-4-methoxy-2,3-dihydro-1H-indole-6-carbonyl]-amino}-benzoic acid), FC=1C=C(C=CC1)S(=O)(=O)Cl (3-fluoro-benzenesulfonyl chloride). The product is C(C)OC(C1=CC=C(C=C1)NC(=O)C1=CC(=C2CCN(C2=C1)S(=O)(=O)C1=CC(=CC=C1)F)OC)=O (4-{[1-(3-fluoro-benzenesulfonyl)-4-methoxy-2,3-dihydro-1H-indole-6-carbonyl]-amino}-benzoic acid ethyl ester). As a reaction SMILES: [F:1][C:2]1[CH:3]=[C:4]([S:8]([N:11]2[C:19]3[C:14](=[C:15]([O:32][CH3:33])[CH:16]=[C:17]([C:20]([NH:22][C:23]4[CH:31]=[CH:30][C:26]([C:27]([OH:29])=[O:28])=[CH:25][CH:24]=4)=[O:21])[CH:18]=3)[CH2:13][CH2:12]2)(=[O:10])=[O:9])[CH:5]=[CH:6][CH:7]=1.F[C:35]1C=C(S(Cl)(=O)=O)C=C[CH:40]=1>>[CH2:35]([O:28][C:27](=[O:29])[C:26]1[CH:30]=[CH:31][C:23]([NH:22][C:20]([C:17]2[CH:18]=[C:19]3[C:14]([CH2:13][CH2:12][N:11]3[S:8]([C:4]3[CH:5]=[CH:6][CH:7]=[C:2]([F:1])[CH:3]=3)(=[O:10])=[O:9])=[C:15]([O:32][CH3:33])[CH:16]=2)=[O:21])=[CH:24][CH:25]=1)[CH3:40]. Procedure: 4-{[1-(3-Fluoro-benzenesulfonyl)-4-methoxy-2,3-dihydro-1H-indole-6-carbonyl]-amino}-benzoic acid, m/z (ES+): 471.15 (M+H+.), was prepared in analogy to example 26, steps 1 to 6. Step 5 was performed using 3-fluoro-benzenesulfonyl chloride, yielding 4-{[1-(3-fluoro-benzenesulfonyl)-4-methoxy-2,3-dihydro-1H-indole-6-carbonyl]-amino}-benzoic acid ethyl ester, which was hydrolyzed in step 6.